From a dataset of the Open Reaction Database (ORD), a public repository of structured organic reaction records. describe an organic reaction: reactants, conditions, products, and yield Starting materials: C(C)(C)(C)OC(=O)NC=1C=CC(=NC1)F (5-[N-(tert-butoxycarbonyl)amino]-2-fluoropyridine), CN(CCN(C)C)C (N,N,N′,N′-tetramethyl-ethylenediamine), C(=O)=O (carbon dioxide), C(CCC)[Li] (n-Butyl lithium), solution. The solvent is C(C)OCC (diethyl ether), hexanes. Run at time 16 hour. Product: C(C)(C)(C)OC(=O)NC=1C(=CC(=NC1)F)C(=O)O (5-[N-(tert-Butoxycarbonyl)-amino]-2-fluoropyridine-4-carboxylic acid). Isolated yield 47.0%. Reaction SMILES: [C:1]([O:5][C:6]([NH:8][C:9]1[CH:10]=[CH:11][C:12]([F:15])=[N:13][CH:14]=1)=[O:7])([CH3:4])([CH3:3])[CH3:2].CN(C)CCN(C)C.C([Li])CCC.[C:29](=[O:31])=[O:30]>C(OCC)C>[C:1]([O:5][C:6]([NH:8][C:9]1[C:10]([C:29]([OH:31])=[O:30])=[CH:11][C:12]([F:15])=[N:13][CH:14]=1)=[O:7])([CH3:4])([CH3:2])[CH3:3]. Procedure details: A mechanically stirred solution of 63.67 g (300 mmol) of 5-[N-(tert-butoxycarbonyl)amino]-2-fluoropyridine, 115 mL of N,N,N′,N′-tetramethyl-ethylenediamine, and 1.8 L of dry diethyl ether was cooled to −78° C. in a Nestar refrigeration unit. n-Butyl lithium (72 mL of a 10 molar solution in hexanes) was added dropwise at such a rate so as to maintain the internal reaction temperature below −60° C. The resultant red-colored solution was stored at −40° C. for 16 hours, recooled to −78° C., then cha... Reactants: C1(CC1)C(CC(=O)OCC)C1=CC(=CC=C1)COC1=NC(=C(C=C1)C1=C(C=CC(=C1)OC)F)CC(C)(C)C (ethyl 3-cyclopropyl-3-(3-(((5-(2-fluoro-5-methoxyphenyl)-6-neopentylpyridin-2-yl)oxy)methyl)phenyl)propanoate), [OH-].[Na+] (sodium hydroxide). The solvent is C1CCOC1 (THF), CO (methanol). Run at time 7 hour. The product is C1(CC1)C(CC(=O)O)C1=CC(=CC=C1)COC1=NC(=C(C=C1)C1=C(C=CC(=C1)OC)F)CC(C)(C)C (3-cyclopropyl-3-(3-(((6-(2,2-dimethylpropyl)-5-(2-fluoro-5-methoxyphenyl)pyridin-2-yl)oxy)methyl)phenyl)propanoic acid). Yield: 93.2%. Reaction SMILES: [CH:1]1([CH:4]([C:11]2[CH:16]=[CH:15][CH:14]=[C:13]([CH2:17][O:18][C:19]3[CH:24]=[CH:23][C:22]([C:25]4[CH:30]=[C:29]([O:31][CH3:32])[CH:28]=[CH:27][C:26]=4[F:33])=[C:21]([CH2:34][C:35]([CH3:38])([CH3:37])[CH3:36])[N:20]=3)[CH:12]=2)[CH2:5][C:6]([O:8]CC)=[O:7])[CH2:3][CH2:2]1.[OH-].[Na+]>C1COCC1.CO>[CH:1]1([CH:4]([C:11]2[CH:16]=[CH:15][CH:14]=[C:13]([CH2:17][O:18][C:19]3[CH:24]=[CH:23][C:22]([C:25]4[CH:30]=[C:29]([O:31][CH3:32])[CH:28]=[CH:27][C:26]=4[F:33])=[C:21]([CH2:34][C:35]([CH3:38])([CH3:37])[CH3:36])[N:20]=3)[CH:12]=2)[CH2:5][C:6]([OH:8])=[O:7])[CH2:2][CH2:3]1 |f:1.2|. Reported procedure: To a solution of ethyl 3-cyclopropyl-3-(3-(((5-(2-fluoro-5-methoxyphenyl)-6-neopentylpyridin-2-yl)oxy)methyl)phenyl)propanoate (379 mg) in THF (7.0 mL) and methanol (14 mL) was added 1N aqueous sodium hydroxide solution (7.3 mL), and the mixture was stirred at room temperature for 7 hr. The reaction mixture was concentrated under reduced pressure, and water and 1N hydrochloric acid were added. The reaction mixture was extracted with ethyl acetate, and the extract was washed with saturated brine ... The reactants are O=C([O-])[O-], CI, [K+], [K+], O, CCOC(=O)c1cccc2[nH]c(S)nc12. The product is CCOC(=O)c1cccc2[nH]c(SC)nc12. Reaction SMILES: [C:18](=[O:19])([O-:20])[O-:21].[I:16][CH3:17].[K+:22].[K+:23].[OH2:24].[SH:1][c:2]1[n:3][c:4]2[c:5]([nH:6]1)[cH:7][cH:8][cH:9][c:10]2[C:11](=[O:12])[O:13][CH2:14][CH3:15]>>[S:1]([c:2]1[n:3][c:4]2[c:5]([nH:6]1)[cH:7][cH:8][cH:9][c:10]2[C:11](=[O:12])[O:13][CH2:14][CH3:15])[CH3:18]. The reactants are COC(=O)CNC(=O)c1ncc2ccccc2c1-c1ccccc1, CCO, [K+], [OH-]. Product: O=C(O)CNC(=O)c1ncc2ccccc2c1-c1ccccc1. As a reaction SMILES: [CH3:1][O:2][C:3]([CH2:4][NH:5][C:6](=[O:7])[c:8]1[n:9][cH:10][c:11]2[cH:12][cH:13][cH:14][cH:15][c:16]2[c:17]1-[c:18]1[cH:19][cH:20][cH:21][cH:22][cH:23]1)=[O:24].[CH3:27][CH2:28][OH:29].[K+:26].[OH-:25]>>[O:2]=[C:3]([CH2:4][NH:5][C:6](=[O:7])[c:8]1[n:9][cH:10][c:11]2[cH:12][cH:13][cH:14][cH:15][c:16]2[c:17]1-[c:18]1[cH:19][cH:20][cH:21][cH:22][cH:23]1)[OH:24]. The reactants are ClCCl, OCC1CCCCO1, O=C(n1ccnc1)n1ccnc1. Product: O=C(OCC1CCCCO1)n1ccnc1. Reaction SMILES: [Cl:21][CH2:22][Cl:23].[O:1]1[CH:2]([CH2:7][OH:8])[CH2:3][CH2:4][CH2:5][CH2:6]1.[n:9]1([C:14](=[O:15])[n:16]2[cH:17][cH:18][n:19][cH:20]2)[cH:10][n:11][cH:12][cH:13]1>>[O:1]1[CH:2]([CH2:7][O:8][C:14]([n:9]2[cH:10][n:11][cH:12][cH:13]2)=[O:15])[CH2:3][CH2:4][CH2:5][CH2:6]1.